This data is from the Open Reaction Database (ORD), a public repository of structured organic reaction records. The task is: describe an organic reaction: reactants, conditions, products, and yield Reactants: Cl.C(#N)C=1C=CC2=C(CN([C@@H](CN2CC=2C=NC=CC2)CC2=CC=CC=C2)S(=O)(=O)C=2SC=CC2)C1 ((R)-7-Cyano-2,3,4,5-tetrahydro-3-(phenylmethyl)-1-(3-pyridinylmethyl)-4-(2-thienesulfonyl)-1H-1,4-benzodiazepine, Hydrochloride), BrC=1C=CC2=C(CN([C@@H](CN2C(CS(=O)(=O)N)=O)CC2=CC=CC=C2)S(=O)(=O)CCN(C)C)C1 ((R)-7-Bromo-4-[[2-(dimethylamino)ethyl]sulfonyl]-2,3,4,5-tetrahydro-b-oxo-3-(phenylmethyl)-1H-1,4-benzodiazepine-1-ethanesulfonamide). Yields the product C(#N)C=1C=CC2=C(CN([C@@H](CN2)CC2=CC=CC=C2)S(=O)(=O)C=C)C1 ((R)-7-Cyano-2,3,4,5-tetrahydro4-(ethenylsulfonyl)-3-(phenylmethyl)-1H-1,4-benzodiazepine). RXN SMILES: Cl.[C:2]([C:4]1[CH:5]=[CH:6][C:7]2[N:13](CC3C=NC=CC=3)[CH2:12][C@@H:11]([CH2:21][C:22]3[CH:27]=[CH:26][CH:25]=[CH:24][CH:23]=3)[N:10]([S:28]([C:31]3SC=C[CH:35]=3)(=[O:30])=[O:29])[CH2:9][C:8]=2[CH:36]=1)#[N:3].BrC1C=CC2N(C(=O)CS(N)(=O)=O)C[C@@H](CC3C=CC=CC=3)N(S(CCN(C)C)(=O)=O)CC=2C=1>>[C:2]([C:4]1[CH:5]=[CH:6][C:7]2[NH:13][CH2:12][C@@H:11]([CH2:21][C:22]3[CH:27]=[CH:26][CH:25]=[CH:24][CH:23]=3)[N:10]([S:28]([CH:31]=[CH2:35])(=[O:29])=[O:30])[CH2:9][C:8]=2[CH:36]=1)#[N:3] |f:0.1|. Procedure details: The title compound was prepared from Compound A of Example 23 following the procedure of Compound A of Example 5.